This data is from the Open Reaction Database (ORD), a public repository of structured organic reaction records. The task is: describe an organic reaction: reactants, conditions, products, and yield The reactants are Cl (hydrogen chloride), C(C)(=O)O.C(C)(=O)O.[N+](=O)([O-])C1=CC=C(O1)C=O (5-nitro-2-furanecarboxaldehyde diacetate), CC(CC(C)=O)=O (2,4-pentanedione), O (water). Run in O1CCCC1 (tetrahydrofurane). Run at time 1 hour. The product is [N+](=O)([O-])C1=CC=C(O1)C=C(C(C)=O)C(C)=O (3-[(5-Nitrofuryl)methylene]-2,4-pentanedione). RXN SMILES: C(O)(=O)C.C(O)(=O)C.[N+:9]([C:12]1[O:16][C:15]([CH:17]=O)=[CH:14][CH:13]=1)([O-:11])=[O:10].[CH3:19][C:20](=[O:25])[CH2:21][C:22](=[O:24])[CH3:23].O.Cl>O1CCCC1>[N+:9]([C:12]1[O:16][C:15]([CH:17]=[C:21]([C:20](=[O:25])[CH3:19])[C:22](=[O:24])[CH3:23])=[CH:14][CH:13]=1)([O-:11])=[O:10] |f:0.1.2|. Reported procedure: A solution containing 2.43 g of 5-nitro-2-furanecarboxaldehyde diacetate, 1.5 g of 2,4-pentanedione and 0.1 g of water in 5 ml of tetrahydrofurane was saturated with hydrogen chloride gas at 20° C. The mixture was stirred for 1 h and evaporated to dryness in vacuo. The product was recrystallized from acetic acid. Yield 0.1 g, mp 117°-120° C. The reactants are O[C@@H](C[C@]1(OC2=C(C(=C(C(=C2CC1)C)OCC1=CC=CC=C1)C)C)C)C#CC (2(S)-[2(S)-hydroxy-3-pentynyl]-2,5,7,8-tetramethyl-6-benzyloxychroman), N1=CC=CC2=CC=CC=C12 (quinoline). Reagents/catalysts: [Pd].CC(=O)[O-].CC(=O)[O-].[Pb+2] (Lindlar catalyst). Solvent: C(C)(=O)OCC.CCCCCC (ethyl acetate hexane). Yields the product O[C@@H](C[C@]1(OC2=C(C(=C(C(=C2CC1)C)OCC1=CC=CC=C1)C)C)C)\C=C/C (2(S)-[2(S)-hydroxy-3(Z)-pentenyl]-2,5,7,8-tetramethyl-6-benzyloxychroman). Reaction SMILES: [OH:1][C@H:2]([C:26]#[C:27][CH3:28])[CH2:3][C@:4]1([CH3:25])[CH2:13][CH2:12][C:11]2[C:6](=[C:7]([CH3:24])[C:8]([CH3:23])=[C:9]([O:15][CH2:16][C:17]3[CH:22]=[CH:21][CH:20]=[CH:19][CH:18]=3)[C:10]=2[CH3:14])[O:5]1.N1C2C(=CC=CC=2)C=CC=1>[Pd].CC([O-])=O.CC([O-])=O.[Pb+2].C(OCC)(=O)C.CCCCCC>[OH:1][C@H:2](/[CH:26]=[CH:27]\[CH3:28])[CH2:3][C@:4]1([CH3:25])[CH2:13][CH2:12][C:11]2[C:6](=[C:7]([CH3:24])[C:8]([CH3:23])=[C:9]([O:15][CH2:16][C:17]3[CH:18]=[CH:19][CH:20]=[CH:21][CH:22]=3)[C:10]=2[CH3:14])[O:5]1 |f:2.3.4.5,6.7|. Reported procedure: 2.5 g. of 2(S)-[2(S)-hydroxy-3-pentynyl]-2,5,7,8-tetramethyl-6-benzyloxychroman and 0.25 g. of Lindlar catalyst in 15 ml. of ethyl acetate-hexane (2 = 1 parts by volume) containing 0.1 ml. of quinoline was hydrogenated at 25° C. and atmospheric pressure. The catalyst was filtered off and washed with ethyl acetate. The ethyl acetate solution was washed with 1.0 N aqueous HCl (3 × 50 ml.), dried over MgSO4 and concentrated in vacuo to give 2.508 g. of crude product. Crystallization of this materia... Starting materials: C(=O)N[C@H]1[C@@H]2N(C(C(=CS2)CC2=CC=CS2)C(=O)O)C1=O (7β-formylamino-3-(2-thenyl)-ceph-2-em-4ξ-carboxylic acid), 1, Cl (hydrochloric acid), O (water). The solvent is O1CCOCC1 (dioxane). Run at time 3 day. Product: Cl.N[C@H]1[C@@H]2N(C(C(=CS2)CC2=CC=CS2)C(=O)O)C1=O (7β-amino-3-(2-thenyl)-ceph-2-em-4ξ-carboxylic acid hydrochloride). As a reaction SMILES: C([NH:3][C@@H:4]1[C:20](=[O:21])[N:6]2[CH:7]([C:17]([OH:19])=[O:18])[C:8]([CH2:11][C:12]3[S:16][CH:15]=[CH:14][CH:13]=3)=[CH:9][S:10][C@H:5]12)=O.[ClH:22].O>O1CCOCC1>[ClH:22].[NH2:3][C@@H:4]1[C:20](=[O:21])[N:6]2[CH:7]([C:17]([OH:19])=[O:18])[C:8]([CH2:11][C:12]3[S:16][CH:15]=[CH:14][CH:13]=3)=[CH:9][S:10][C@H:5]12 |f:4.5|. Procedure: A solution of 0.975 g of 7β-formylamino-3-(2-thenyl)-ceph-2-em-4ξ-carboxylic acid in 10 ml of dioxane is treated with 1.2 ml of a 1:1-mixture of concentrated hydrochloric acid and water and left to stand for 3 days at room temperature. The faintly yellow reaction solution is lyophilised to yield the 7β-amino-3-(2-thenyl)-ceph-2-em-4ξ-carboxylic acid hydrochloride, which according to thin-layer chromatogram which contains only traces of the starting material; thin-layer chromatogram (silica gel; ... Reactants: C(C)NC1=C(C=C(C(=C1)OC)OC)C1CC=2C=CC(=CC2CC1)OC(C(C)(C)C)=O (pivalic acid 6-(2-ethylamino-4,5-dimethoxyphenyl)-5,6,7,8-tetrahydronaphthalen-2-yl ester), C(C)(C)(C)OC(=O)N1CCC(CC1)C1=CC=C(C=C1)C(=O)O (4-(4-carboxyphenyl)piperidine-1-carboxylic acid tert-butyl ester). The product is C(C)N(C1=C(C=C(C(=C1)OC)OC)C1CC=2C=CC(=CC2CC1)O)CC1=CC=C(C=C1)C1CCN(CC1)C (6-{2-{Ethyl[4-(1-methylpiperidin-4-yl)benzyl]amino}-4,5-dimethoxyphenyl}-5,6,7,8-tetrahydronaphthalen-2-ol). Isolated yield 70.4%. RXN SMILES: [CH2:1]([NH:3][C:4]1[CH:9]=[C:8]([O:10][CH3:11])[C:7]([O:12][CH3:13])=[CH:6][C:5]=1[CH:14]1[CH2:23][CH2:22][C:21]2[CH:20]=[C:19]([O:24]C(=O)C(C)(C)C)[CH:18]=[CH:17][C:16]=2[CH2:15]1)[CH3:2].C(O[C:36]([N:38]1[CH2:43][CH2:42][CH:41]([C:44]2[CH:49]=[CH:48][C:47]([C:50](O)=O)=[CH:46][CH:45]=2)[CH2:40][CH2:39]1)=O)(C)(C)C>>[CH2:1]([N:3]([CH2:50][C:47]1[CH:46]=[CH:45][C:44]([CH:41]2[CH2:40][CH2:39][N:38]([CH3:36])[CH2:43][CH2:42]2)=[CH:49][CH:48]=1)[C:4]1[CH:9]=[C:8]([O:10][CH3:11])[C:7]([O:12][CH3:13])=[CH:6][C:5]=1[CH:14]1[CH2:23][CH2:22][C:21]2[CH:20]=[C:19]([OH:24])[CH:18]=[CH:17][C:16]=2[CH2:15]1)[CH3:2]. Reported procedure: Synthesized from pivalic acid 6-(2-ethylamino-4,5-dimethoxyphenyl)-5,6,7,8-tetrahydronaphthalen-2-yl ester (50 mg) and 4-(4-carboxyphenyl)piperidine-1-carboxylic acid tert-butyl ester (100 mg) according to an analogous synthetic method to Example 337 described below, the title compound (44 mg) was obtained. The reactants are CCCCCCCCCCCCCCCCOCC(CO)COC(c1ccccc1)(c1ccccc1)c1ccccc1, CS(=O)(=O)Cl, O, c1ccncc1. Reaction SMILES: [CH2:6]([CH2:7][CH2:8][CH2:9][CH2:10][CH2:11][CH2:12][CH2:13][CH2:14][CH2:15][CH2:16][CH2:17][CH2:18][CH2:19][CH2:20][CH3:21])[O:22][CH2:23][CH:24]([CH2:25][OH:26])[CH2:27][O:28][C:29]([c:30]1[cH:31][cH:32][cH:33][cH:34][cH:35]1)([c:36]1[cH:37][cH:38][cH:39][cH:40][cH:41]1)[c:42]1[cH:43][cH:44][cH:45][cH:46][cH:47]1.[CH3:1][S:2](=[O:3])(=[O:4])[Cl:5].[OH2:48].[cH:49]1[cH:50][cH:51][n:52][cH:53][cH:54]1>>[CH3:1][S:2](=[O:3])(=[O:4])[O:26][CH2:25][CH:24]([CH2:23][O:22][CH2:6][CH2:7][CH2:8][CH2:9][CH2:10][CH2:11][CH2:12][CH2:13][CH2:14][CH2:15][CH2:16][CH2:17][CH2:18][CH2:19][CH2:20][CH3:21])[CH2:27][O:28][C:29]([c:30]1[cH:31][cH:32][cH:33][cH:34][cH:35]1)([c:36]1[cH:37][cH:38][cH:39][cH:40][cH:41]1)[c:42]1[cH:43][cH:44][cH:45][cH:46][cH:47]1. The product is CCCCCCCCCCCCCCCCOCC(COC(c1ccccc1)(c1ccccc1)c1ccccc1)COS(C)(=O)=O.